Dataset: the Open Reaction Database (ORD), a public repository of structured organic reaction records. Task: describe an organic reaction: reactants, conditions, products, and yield The reactants are COc1ccc(B(O)O)cc1 (effective_coupling_partner), CCN(CC)C(=O)Oc1cnccc1 (substrate). The reagents and catalysts are PCy3. Reaction conditions: temperature 150 celsius, time 10 hour. Yields the product c1cc(OC)ccc1c1cnccc1.